From a dataset of the Open Reaction Database (ORD), a public repository of structured organic reaction records. describe an organic reaction: reactants, conditions, products, and yield Starting materials: ClC1=C(C=O)C=CC(=C1)Br (2-chloro-4-bromobenzaldehyde), BrC=1C=C(C=2NC=3C=C(C=CC3C2N1)N1CCOCC1)C(=O)N (2-bromo-7-morpholino-5H-pyrido[3,2-b]indole-4-carboxamide). Product: ClC=1C=C(C=CC1CN1CCOCC1)C=1C=C(C=2NC=3C=C(C=CC3C2N1)N1CCOCC1)C(=O)N (2-(3-Chloro-4-(morpholinomethyl)phenyl)-7-morpholino-5H-pyrido[3,2-b]indole-4-carboxamide). RXN SMILES: [Cl:1][C:2]1[CH:9]=[C:8](Br)[CH:7]=[CH:6][C:3]=1[CH:4]=O.Br[C:12]1[CH:13]=[C:14]([C:31]([NH2:33])=[O:32])[C:15]2[NH:16][C:17]3[CH:18]=[C:19]([N:25]4[CH2:30][CH2:29][O:28][CH2:27][CH2:26]4)[CH:20]=[CH:21][C:22]=3[C:23]=2[N:24]=1>>[Cl:1][C:2]1[CH:9]=[C:8]([C:12]2[CH:13]=[C:14]([C:31]([NH2:33])=[O:32])[C:15]3[NH:16][C:17]4[CH:18]=[C:19]([N:25]5[CH2:30][CH2:29][O:28][CH2:27][CH2:26]5)[CH:20]=[CH:21][C:22]=4[C:23]=3[N:24]=2)[CH:7]=[CH:6][C:3]=1[CH2:4][N:25]1[CH2:30][CH2:29][O:28][CH2:27][CH2:26]1. Reported procedure: This was similarly prepared from 2-chloro-4-bromobenzaldehyde and 2-bromo-7-morpholino-5H-pyrido[3,2-b]indole-4-carboxamide. MS (ESI) m/z 506.35 (M+H). 1H NMR (500 MHz, DMSO-d6) δ ppm 11.30 (1H, s), 8.54 (1H, s), 8.31-8.37 (2H, m), 8.24 (1H, dd, J=8.09, 1.68 Hz), 8.08 (1H, d, J=8.85 Hz), 7.84 (1H, s), 7.64 (1H, d, J=8.24 Hz), 7.23 (1H, d, J=2.14 Hz), 7.02 (1H, dd, J=8.85, 2.14 Hz), 3.78-3.87 (4H, m), 3.65 (2H, s), 3.60-3.64 (4H, m), 3.22-3.27 (4H, m), 2.45-2.50 (4H, m). The reactants are CC(C)(C)OC(=O)CC(C#N)C#N, O=C([O-])[O-], CN(C)C=O, Cl, FC(F)(F)CCCBr, [K+], [K+]. The product is CC(C)(C)OC(=O)CC(C#N)(C#N)CCCC(F)(F)F. As a reaction SMILES: [C:1]([CH3:2])([CH3:3])([CH3:4])[O:5][C:6](=[O:7])[CH2:8][CH:9]([C:10]#[N:11])[C:12]#[N:13].[C:22](=[O:23])([O-:24])[O-:25].[CH3:29][N:30]([CH3:31])[CH:32]=[O:33].[ClH:28].[F:14][C:15]([CH2:16][CH2:17][CH2:18][Br:19])([F:20])[F:21].[K+:26].[K+:27]>>[C:1]([CH3:2])([CH3:3])([CH3:4])[O:5][C:6](=[O:7])[CH2:8][C:9]([C:10]#[N:11])([C:12]#[N:13])[CH2:18][CH2:17][CH2:16][C:15]([F:14])([F:20])[F:21].